Task: describe an organic reaction: reactants, conditions, products, and yield. Dataset: the Open Reaction Database (ORD), a public repository of structured organic reaction records The reactants are Cl (HCl), CCOCC (Et2O), CC1(OCC(O1)CN1C=C2N(C(N(C(C2=C1C=1SC=C(N1)C)=O)C)=O)C)C (6-((2,2-dimethyl-1,3-dioxolan-4-yl)methyl)-1,3-dimethyl-5-(4-methylthiazol-2-yl)-1H-pyrrolo[3,4-d]pyrimidine-2,4(3H,6H)-dione), O (water). Solvent: C(C)#N (acetonitrile). Run at time 1 hour. Yields the product OC(CN1C=C2N(C(N(C(C2=C1C=1SC=C(N1)C)=O)C)=O)C)CO (6-(2,3-Dihydroxypropyl)-1,3-dimethyl-5-(4-methylthiazol-2-yl)-1H-pyrrolo[3,4-d]pyrimidine-2,4(3H,6H)-dione). RXN SMILES: Cl.CCOCC.CC1(C)[O:12][CH:11]([CH2:13][N:14]2[C:22]([C:23]3[S:24][CH:25]=[C:26]([CH3:28])[N:27]=3)=[C:21]3[C:16]([N:17]([CH3:32])[C:18](=[O:31])[N:19]([CH3:30])[C:20]3=[O:29])=[CH:15]2)[CH2:10][O:9]1.O>C(#N)C>[OH:12][CH:11]([CH2:10][OH:9])[CH2:13][N:14]1[C:22]([C:23]2[S:24][CH:25]=[C:26]([CH3:28])[N:27]=2)=[C:21]2[C:16]([N:17]([CH3:32])[C:18](=[O:31])[N:19]([CH3:30])[C:20]2=[O:29])=[CH:15]1. Procedure: 2M HCl in Et2O (5.36 ml, 10.71 mmol) was added dropwise to a solution of 6-((2,2-dimethyl-1,3-dioxolan-4-yl)methyl)-1,3-dimethyl-5-(4-methylthiazol-2-yl)-1H-pyrrolo[3,4-d]pyrimidine-2,4(3H,6H)-dione (470 mg, 1.071 mmol) in acetonitrile (10.7 ml) and water (386 mg, 21.43 mmol). The mixture was stirred at room temperature for 1 hour, then evaporated under vacuum to afford the title compound.